From a dataset of the Open Reaction Database (ORD), a public repository of structured organic reaction records. describe an organic reaction: reactants, conditions, products, and yield Reactants: O=C([O-])[O-], O=C(Cl)CCl, [K+], [K+], c1ccccc1, CCOC(=O)C(N)N=Nc1ccccc1C(=O)c1ccccn1. Product: CCOC(=O)C(N=Nc1ccccc1C(=O)c1ccccn1)NC(=O)CCl. As a reaction SMILES: [C:24](=[O:25])([O-:26])[O-:27].[Cl:30][CH2:31][C:32](=[O:33])[Cl:34].[K+:28].[K+:29].[cH:35]1[cH:36][cH:37][cH:38][cH:39][cH:40]1.[n:1]1[c:2]([C:7](=[O:8])[c:9]2[c:10]([N:15]=[N:16][CH:17]([C:18](=[O:19])[O:20][CH2:21][CH3:22])[NH2:23])[cH:11][cH:12][cH:13][cH:14]2)[cH:3][cH:4][cH:5][cH:6]1>>[n:1]1[c:2]([C:7](=[O:8])[c:9]2[c:10]([N:15]=[N:16][CH:17]([C:18](=[O:19])[O:20][CH2:21][CH3:22])[NH:23][C:32]([CH2:31][Cl:30])=[O:33])[cH:11][cH:12][cH:13][cH:14]2)[cH:3][cH:4][cH:5][cH:6]1. The reactants are ClC1=CC(=CC(=N1)NC1=CC=C(C=C1)OC(F)(F)F)N1CCOCC1 ((6-chloro-4-morpholin-4-yl-pyridin-2-yl)-(4-trifluoromethoxy-phenyl)-amine), C([O-])([O-])=O.[Na+].[Na+] (sodium carbonate), O (water), CS(=O)(=O)C=1C=C(C=CC1)B(O)O (3-methanesulfonyl phenyl boronic acid). Reagents/catalysts: C=1C=CC(=CC1)[P](C=2C=CC=CC2)(C=3C=CC=CC3)[Pd]([P](C=4C=CC=CC4)(C=5C=CC=CC5)C=6C=CC=CC6)([P](C=7C=CC=CC7)(C=8C=CC=CC8)C=9C=CC=CC9)[P](C=1C=CC=CC1)(C=1C=CC=CC1)C=1C=CC=CC1 (tetrakis(triphenylphosphine)palladium(0)). The solvent is O1CCOCC1 (1,4-dioxane). The product is CS(=O)(=O)C=1C=C(C=CC1)C1=CC(=CC(=N1)NC1=CC=C(C=C1)OC(F)(F)F)N1CCOCC1 ([6-(3-methanesulfonyl-phenyl)-4-morpholin-4-yl-pyridin-2-yl]-(4-trifluoromethoxy-phenyl)-amine). The yield is 30.0%. As a reaction SMILES: Cl[C:2]1[N:7]=[C:6]([NH:8][C:9]2[CH:14]=[CH:13][C:12]([O:15][C:16]([F:19])([F:18])[F:17])=[CH:11][CH:10]=2)[CH:5]=[C:4]([N:20]2[CH2:25][CH2:24][O:23][CH2:22][CH2:21]2)[CH:3]=1.C(=O)([O-])[O-].[Na+].[Na+].[CH3:32][S:33]([C:36]1[CH:37]=[C:38](B(O)O)[CH:39]=[CH:40][CH:41]=1)(=[O:35])=[O:34].O>O1CCOCC1.C1C=CC([P]([Pd]([P](C2C=CC=CC=2)(C2C=CC=CC=2)C2C=CC=CC=2)([P](C2C=CC=CC=2)(C2C=CC=CC=2)C2C=CC=CC=2)[P](C2C=CC=CC=2)(C2C=CC=CC=2)C2C=CC=CC=2)(C2C=CC=CC=2)C2C=CC=CC=2)=CC=1>[CH3:32][S:33]([C:36]1[CH:41]=[C:40]([C:2]2[N:7]=[C:6]([NH:8][C:9]3[CH:14]=[CH:13][C:12]([O:15][C:16]([F:19])([F:18])[F:17])=[CH:11][CH:10]=3)[CH:5]=[C:4]([N:20]3[CH2:25][CH2:24][O:23][CH2:22][CH2:21]3)[CH:3]=2)[CH:39]=[CH:38][CH:37]=1)(=[O:35])=[O:34] |f:1.2.3,^1:55,57,76,95|. Reported procedure: To a solution of (6-chloro-4-morpholin-4-yl-pyridin-2-yl)-(4-trifluoromethoxy-phenyl)-amine (75 mg, 0.20 mmol) in 1,4-dioxane (8 mL) were added 2N sodium carbonate solution (0.5 mL) and tetrakis(triphenylphosphine)palladium(0) (11.6 mg, 0.010 mmol), followed by 3-methanesulfonyl phenyl boronic acid (48 mg, 0.24 mmol). The resulting reaction mixture was refluxed for 8 hours, after which time water was added (100 mL) to the reaction mixture, and the product was extracted with ethyl acetate (100 mL...